This data is from the Open Reaction Database (ORD), a public repository of structured organic reaction records. The task is: describe an organic reaction: reactants, conditions, products, and yield Reactants: B(Br)(Br)Br (BBr3), COC1=CC(=C(C=C1)N1CCCCC1)C(F)(F)F (1-(4-Methoxy-2-trifluoromethyl-phenyl)-piperidine), C(=O)(O)[O-].[Na+] (NaHCO3). Solvent: C(Cl)Cl (DCM), C(Cl)Cl (DCM). Reaction conditions: temperature 25 celsius, time 12 hour. Yields the product N1(CCCCC1)C1=C(C=C(C=C1)O)C(F)(F)F (4-Piperidin-1-yl-3-trifluoromethyl-phenol). As a reaction SMILES: C[O:2][C:3]1[CH:8]=[CH:7][C:6]([N:9]2[CH2:14][CH2:13][CH2:12][CH2:11][CH2:10]2)=[C:5]([C:15]([F:18])([F:17])[F:16])[CH:4]=1.B(Br)(Br)Br.C([O-])(O)=O.[Na+]>C(Cl)Cl>[N:9]1([C:6]2[CH:7]=[CH:8][C:3]([OH:2])=[CH:4][C:5]=2[C:15]([F:16])([F:17])[F:18])[CH2:14][CH2:13][CH2:12][CH2:11][CH2:10]1 |f:2.3|. Procedure details: To a solution of crude 1-(4-Methoxy-2-trifluoromethyl-phenyl)-piperidine in dry DCM (3 mL) cooled to −78° C. is added BBr3 (1M in DCM, 3 eq., 1.2 mL). Following this addition, the cooling bath is removed and the reaction is stirred at 25° C. for 12 hours. Upon completion, the reaction is cooled in an ice bath, and water is added dropwise. The quenched reaction is basified to pH=8 by the slow addition of 10% NaHCO3 (aq). The reaction mixture is diluted with DCM and washed with H2O followed by sat... Reactants: FC1=CC=C(C=C1)C1=NN(C=C1C=1C=CC=2N(C1)C(=CN2)C2=CC=C(C=C2)S(=O)(=O)N)C(C2=CC=CC=C2)(C2=CC=CC=C2)C2=CC=CC=C2 (4-{6-[3-(4-fluorophenyl)-1-trityl-1H-4-pyrazolyl]imidazo[1,2-a]pyridin-3-yl}-1-benzene sulfonamide), Cl (hydrochloric acid). Solvent: solvent, O1CCCC1 (tetrahydrofuran), CO (methanol). Conditions: time 3 hour. Yields the product Cl.Cl.FC1=CC=C(C=C1)C1=NNC=C1C=1C=CC=2N(C1)C(=CN2)C2=CC=C(C=C2)S(=O)(=O)N (4-{6-[3-(4-Fluorophenyl)-1H-4-pyrazolyl]imidazo[1,2-a]-pyridin-3-yl}-1-benzenesulfonamide dihydrochloride). Reaction SMILES: [F:1][C:2]1[CH:7]=[CH:6][C:5]([C:8]2[C:12]([C:13]3[CH:14]=[CH:15][C:16]4[N:17]([C:19]([C:22]5[CH:27]=[CH:26][C:25]([S:28]([NH2:31])(=[O:30])=[O:29])=[CH:24][CH:23]=5)=[CH:20][N:21]=4)[CH:18]=3)=[CH:11][N:10](C(C3C=CC=CC=3)(C3C=CC=CC=3)C3C=CC=CC=3)[N:9]=2)=[CH:4][CH:3]=1.[ClH:51]>O1CCCC1.CO>[ClH:51].[ClH:51].[F:1][C:2]1[CH:7]=[CH:6][C:5]([C:8]2[C:12]([C:13]3[CH:14]=[CH:15][C:16]4[N:17]([C:19]([C:22]5[CH:27]=[CH:26][C:25]([S:28]([NH2:31])(=[O:29])=[O:30])=[CH:24][CH:23]=5)=[CH:20][N:21]=4)[CH:18]=3)=[CH:11][NH:10][N:9]=2)=[CH:4][CH:3]=1 |f:4.5.6|. Procedure details: 185 mg 4-{6-[3-(4-fluorophenyl)-1-trityl-1H-4-pyrazolyl]imidazo[1,2-a]pyridin-3-yl}-1-benzene sulfonamide obtained in Example 11 was dissolved in 3.5 mL solvent mixture of tetrahydrofuran and methanol (1:1), then 3.5 mL of 5 N hydrochloric acid was added thereto, and the mixture was stirred at room temperature for 3 hours. The reaction solution was washed with 4 mL diethyl ether, and the aqueous layer was evaporated into dryness under reduced pressure (azeotropic evaporation with ethanol). The r... Starting materials: COC1=NC2=CC=C(C=C2N=C1NC(OCC)=O)OC (Ethyl N-(2,6-dimethoxyquinoxalin-3-yl)carbamate), COC=1C=C(C=C(C1)OC)N1CCNCC1 (1-(3,5-dimethoxyphenyl)piperazine). Product: COC1=NC2=CC=C(C=C2N=C1NC(=O)N1CCN(CC1)C1=CC(=CC(=C1)OC)OC)OC (1-[(2,6-Dimethoxyquinoxalin-3-yl)aminocarbonyl]-4-(3,5-dimethoxyphenyl)piperazine). Isolated yield 81.0%. RXN SMILES: [CH3:1][O:2][C:3]1[C:12]([NH:13][C:14](=[O:18])OCC)=[N:11][C:10]2[C:5](=[CH:6][CH:7]=[C:8]([O:19][CH3:20])[CH:9]=2)[N:4]=1.[CH3:21][O:22][C:23]1[CH:24]=[C:25]([N:31]2[CH2:36][CH2:35][NH:34][CH2:33][CH2:32]2)[CH:26]=[C:27]([O:29][CH3:30])[CH:28]=1>>[CH3:1][O:2][C:3]1[C:12]([NH:13][C:14]([N:34]2[CH2:33][CH2:32][N:31]([C:25]3[CH:24]=[C:23]([O:22][CH3:21])[CH:28]=[C:27]([O:29][CH3:30])[CH:26]=3)[CH2:36][CH2:35]2)=[O:18])=[N:11][C:10]2[C:5](=[CH:6][CH:7]=[C:8]([O:19][CH3:20])[CH:9]=2)[N:4]=1. Reported procedure: Ethyl N-(2,6-dimethoxyquinoxalin-3-yl)carbamate and 1-(3,5-dimethoxyphenyl)piperazine were reacted by the same way with the example 64 to obtain the titled compound (yield, 81%). MS (ESI) m/z 454 (M+1). Reported procedure: A solution of crude N-(4-fluorobenzyl)-3-hydroxy-8-(methylamino)-4-oxo-6,7,8,9-tetrahydro-4H-pyrido[1,2-a]pyrimidine-2-carboxamide, 1-hydroxybenzotriazole (2 eq.), 1-(3-dimethylaminopropyl)-3-ethyl-carbodiimide hydrochloride (2 eq.), DIPEA (1 eq.) and acetic acid (2 eq) in dichloromethane was stirred for 16 h at room temperature. The solvent was removed under vacuum and the product was isolated by prep. RP-HPLC, using water (0.1% TFA) and acetonitrile (0.1% TFA) as eluents (column: C18). After l... Starting materials: FC1=CC=C(CNC(=O)C=2N=C3N(C(C2O)=O)CCC(C3)NC)C=C1 (N-(4-fluorobenzyl)-3-hydroxy-8-(methylamino)-4-oxo-6,7,8,9-tetrahydro-4H-pyrido[1,2-a]pyrimidine-2-carboxamide), ON1N=NC2=C1C=CC=C2 (1-hydroxybenzotriazole), Cl.CN(CCCN=C=NCC)C (1-(3-dimethylaminopropyl)-3-ethyl-carbodiimide hydrochloride), CCN(C(C)C)C(C)C (DIPEA), C(C)(=O)O (acetic acid). Yields the product C(C)(=O)N(C1CC=2N(C(C(=C(N2)C(=O)NCC2=CC=C(C=C2)F)O)=O)CC1)C (8-[acetyl(methyl)amino]-N-(4-fluorobenzyl)-3-hydroxy-4-oxo-6,7,8,9-tetrahydro-4H-pyrido[1,2-a]pyrimidine-2-carboxamide). Reaction SMILES: [F:1][C:2]1[CH:25]=[CH:24][C:5]([CH2:6][NH:7][C:8]([C:10]2[N:11]=[C:12]3CC(NC)C[CH2:18][N:13]3[C:14](=[O:17])[C:15]=2[OH:16])=[O:9])=[CH:4][CH:3]=1.[OH:26]N1C2C=CC=CC=2N=N1.Cl.CN(C)CCCN=C=NCC.C[CH2:49][N:50]([CH:54]([CH3:56])C)[CH:51]([CH3:53])[CH3:52].C(O)(=O)C>ClCCl.O.C(#N)C>[C:54]([N:50]([CH3:49])[CH:51]1[CH2:52][CH2:18][N:13]2[C:14](=[O:17])[C:15]([OH:16])=[C:10]([C:8]([NH:7][CH2:6][C:5]3[CH:24]=[CH:25][C:2]([F:1])=[CH:3][CH:4]=3)=[O:9])[N:11]=[C:12]2[CH2:53]1)(=[O:26])[CH3:56] |f:2.3|. Run in C(C)#N (acetonitrile), ClCCl (dichloromethane), O (water). The reactants are COC1=CC=CC=2CC(CSC21)=O (8-methoxy-3,4-dihydro-2H-[1]-benzothiopyran-3-one), CNC (dimethylamine), Cl (hydrochloric acid). The solvent is C1(=CC=CC=C1)C (toluene). Run at time 30 minute. The product is Cl.OC1=CC=CC=2CC(CSC21)N(C)C (8-hydroxy-3,4-dihydro-N,N-dimethyl-2H-[1]-benzothiopyran-3-amine hydrochloride). RXN SMILES: C[O:2][C:3]1[C:12]2[S:11][CH2:10][C:9](=O)[CH2:8][C:7]=2[CH:6]=[CH:5][CH:4]=1.[CH3:14][NH:15][CH3:16].[ClH:17]>C1(C)C=CC=CC=1>[ClH:17].[OH:2][C:3]1[C:12]2[S:11][CH2:10][CH:9]([N:15]([CH3:16])[CH3:14])[CH2:8][C:7]=2[CH:6]=[CH:5][CH:4]=1 |f:4.5|. Procedure: To a solution of 5 g of 8-methoxy-3,4-dihydro-2H-[1]-benzothiopyran-3-one (J. Chem. Soc. 1948, 1610), and 4 g of anhydrous dimethylamine in 50 ml of toluene is stirred with 4 A molecular sieves for 2 hours. The reaction mixture is filtered and the solvent removed in vacuo. This residue is added to a solution of 3.2g of sodium cyanoborohydride in 10 ml of acetic acid and 50 ml of ethanol. After 30 minutes at room temperature, the reaction mixture is poured onto 3N hydrochloric acid, and washed wi... Starting materials: C(CCC)[Sn](C=C)(CCCC)CCCC (Tributyl(vinyl)stannane), BrC=1C=C2CCC=3C(=NOC3C=3C=CC(=C(C#N)C3)OC(C)C)C2=CC1 (5-(7-Bromo-4,5-dihydronaphtho[1,2-c]isoxazol-3-yl)-2-isopropoxybenzonitrile), [Cl-].[Li+] (lithium chloride). The reagents and catalysts are C=1C=CC(=CC1)[P](C=2C=CC=CC2)(C=3C=CC=CC3)[Pd]([P](C=4C=CC=CC4)(C=5C=CC=CC5)C=6C=CC=CC6)([P](C=7C=CC=CC7)(C=8C=CC=CC8)C=9C=CC=CC9)[P](C=1C=CC=CC1)(C=1C=CC=CC1)C=1C=CC=CC1 (tetrakis(triphenylphosphine)palladium(0)). Solvent: O1CCOCC1 (dioxane). Conditions: temperature 100 celsius. The product is C(C)(C)OC1=C(C#N)C=C(C=C1)C1=C2C(=NO1)C1=CC=C(C=C1CC2)C=C (2-isopropoxy-5-(7-vinyl-4,5-dihydronaphtho[1,2-c]isoxazol-3-yl)benzonitrile). Yield: 67.3%. As a reaction SMILES: Br[C:2]1[CH:3]=[C:4]2[C:24](=[CH:25][CH:26]=1)[C:8]1=[N:9][O:10][C:11]([C:12]3[CH:13]=[CH:14][C:15]([O:20][CH:21]([CH3:23])[CH3:22])=[C:16]([CH:19]=3)[C:17]#[N:18])=[C:7]1[CH2:6][CH2:5]2.[CH2:27]([Sn](CCCC)(CCCC)C=C)[CH2:28]CC.[Cl-].[Li+]>O1CCOCC1.C1C=CC([P]([Pd]([P](C2C=CC=CC=2)(C2C=CC=CC=2)C2C=CC=CC=2)([P](C2C=CC=CC=2)(C2C=CC=CC=2)C2C=CC=CC=2)[P](C2C=CC=CC=2)(C2C=CC=CC=2)C2C=CC=CC=2)(C2C=CC=CC=2)C2C=CC=CC=2)=CC=1>[CH:21]([O:20][C:15]1[CH:14]=[CH:13][C:12]([C:11]2[O:10][N:9]=[C:8]3[C:24]4[C:4]([CH2:5][CH2:6][C:7]=23)=[CH:3][C:2]([CH:27]=[CH2:28])=[CH:26][CH:25]=4)=[CH:19][C:16]=1[C:17]#[N:18])([CH3:22])[CH3:23] |f:2.3,^1:53,55,74,93|. Procedure: 5-(7-Bromo-4,5-dihydronaphtho[1,2-c]isoxazol-3-yl)-2-isopropoxybenzonitrile (Preparation 15B, 0.15 g, 0.367 mmol) dissolved in dioxane (3 mL) was transferred to a 15 mL sealed tube. Tributyl(vinyl)stannane (0.118 mL, 0.403 mmol) was added followed by lithium chloride (0.047 g, 1.100 mmol) and tetrakis(triphenylphosphine)palladium(0) (0.042 g, 0.037 mmol). The contents were purged with nitrogen gas for 5 min., immersed in an oil bath, and heated at 100° C. for 14 h. The reaction mixture was conce... Reactants: O (water), BrC1=C(C=C(C(=O)OC)C=C1OCC)OCC (Methyl 4-bromo-3,5-diethoxybenzoate), CN1N=CC(=C1)B1OC(C(O1)(C)C)(C)C (1-methyl-4-(4,4,5,5-tetramethyl-1,3,2-dioxaborolan-2-yl)-1H-pyrazole), P(=O)([O-])([O-])[O-].[K+].[K+].[K+] (potassium phosphate). Reagents/catalysts: [Pd].C1(=CC=CC=C1)P([C-]1C=CC=C1)C1=CC=CC=C1.[C-]1(C=CC=C1)P(C1=CC=CC=C1)C1=CC=CC=C1.[Fe+2] (1,1′-bis(diphenylphosphino)ferrocene palladium). Solvent: COCCOC (DME). Conditions: temperature 90 celsius, time 8 hour. The product is C(C)OC=1C=C(C(=O)OC)C=C(C1C=1C=NN(C1)C)OCC (Methyl 3,5-diethoxy-4-(1-methyl-1H-pyrazol-4-yl)benzoate). Reaction SMILES: Br[C:2]1[C:11]([O:12][CH2:13][CH3:14])=[CH:10][C:5]([C:6]([O:8][CH3:9])=[O:7])=[CH:4][C:3]=1[O:15][CH2:16][CH3:17].[CH3:18][N:19]1[CH:23]=[C:22](B2OC(C)(C)C(C)(C)O2)[CH:21]=[N:20]1.P([O-])([O-])([O-])=O.[K+].[K+].[K+].O>COCCOC.[Pd].C1(P(C2C=CC=CC=2)[C-]2C=CC=C2)C=CC=CC=1.[C-]1(P(C2C=CC=CC=2)C2C=CC=CC=2)C=CC=C1.[Fe+2]>[CH2:16]([O:15][C:3]1[CH:4]=[C:5]([CH:10]=[C:11]([O:12][CH2:13][CH3:14])[C:2]=1[C:22]1[CH:21]=[N:20][N:19]([CH3:18])[CH:23]=1)[C:6]([O:8][CH3:9])=[O:7])[CH3:17] |f:2.3.4.5,8.9.10.11|. Reported procedure: Methyl 4-bromo-3,5-diethoxybenzoate (1 g) and 1-methyl-4-(4,4,5,5-tetramethyl-1,3,2-dioxaborolan-2-yl)-1H-pyrazole (895 mg) were dissolved in DME in a nitrogen atmosphere, and potassium phosphate (2.1 g) and 1,1′-bis(diphenylphosphino)ferrocene palladium (D) chloride-CH2Cl2 complex (269 mg) were added to it at room temperature, and degassed. The reaction liquid was stirred overnight at 90° C., then cooled to room temperature, and water was added to it, and this was filtered through Celite. The f... The reactants are COCCO[Al+]OCCOC, [H-], [H-], [Na+], [Na+], C=CCCCCC1OC1CO, C1CCOC1, [OH-]. Product: C=CCCCCC(O)CCO. RXN SMILES: [CH3:2][O:3][CH2:4][CH2:5][O:6][Al+:7][O:8][CH2:9][CH2:10][O:11][CH3:12].[H-:14].[H-:1].[Na+:13].[Na+:27].[O:15]1[CH:16]([CH2:17][OH:18])[CH:19]1[CH2:20][CH2:21][CH2:22][CH2:23][CH:24]=[CH2:25].[O:28]1[CH2:29][CH2:30][CH2:31][CH2:32]1.[OH-:26]>>[OH:15][CH:19]([CH2:16][CH2:17][OH:18])[CH2:20][CH2:21][CH2:22][CH2:23][CH:24]=[CH2:25].